This data is from the Open Reaction Database (ORD), a public repository of structured organic reaction records. The task is: describe an organic reaction: reactants, conditions, products, and yield Reactants: NC1=NC=C(C=C1C1=CC(=C(C(=O)OC)C=C1)F)Br (methyl 4-(2-amino-5-bromopyridin-3-yl)-2-fluorobenzoate), CN1N=C(C(=C1)B1OC(C(O1)(C)C)(C)C)C (1,3-dimethyl-4-(4,4,5,5-tetramethyl-1,3,2-dioxaborolan-2-yl)-1H-pyrazole). Product: NC1=NC=C(C=C1C1=CC(=C(C(=O)O)C=C1)F)C=1C(=NN(C1)C)C (4-(2-amino-5-(1,3-dimethyl-1H-pyrazol-4-yl)pyridin-3-yl)-2-fluorobenzoic acid). As a reaction SMILES: [NH2:1][C:2]1[C:7]([C:8]2[CH:17]=[CH:16][C:11]([C:12]([O:14]C)=[O:13])=[C:10]([F:18])[CH:9]=2)=[CH:6][C:5](Br)=[CH:4][N:3]=1.[CH3:20][N:21]1[CH:25]=[C:24](B2OC(C)(C)C(C)(C)O2)[C:23]([CH3:35])=[N:22]1>>[NH2:1][C:2]1[C:7]([C:8]2[CH:17]=[CH:16][C:11]([C:12]([OH:14])=[O:13])=[C:10]([F:18])[CH:9]=2)=[CH:6][C:5]([C:24]2[C:23]([CH3:35])=[N:22][N:21]([CH3:20])[CH:25]=2)=[CH:4][N:3]=1. Reported procedure: Following Steps 2 and 3 in Scheme 97, using methyl 4-(2-amino-5-bromopyridin-3-yl)-2-fluorobenzoate and 1,3-dimethyl-4-(4,4,5,5-tetramethyl-1,3,2-dioxaborolan-2-yl)-1H-pyrazole, 4-(2-amino-5-(1,3-dimethyl-1H-pyrazol-4-yl)pyridin-3-yl)-2-fluorobenzoic acid was obtained. LCMS (m/z): 327.2 (MH+), 0.47 min. Reactants: C1=C(C=CC2=CC=CC=C12)C1=CC(CC1)O (3-(naphthalen-2-yl)cyclopent-2-enol), C(C)[Zn]CC (diethylzinc), ICI (diiodomethane). Solvent: ClCCl (dichloromethane), ClCCl (dichloromethane). Run at temperature 0 celsius, time 10 minute. Product: C1=C(C=CC2=CC=CC=C12)C12CCC(C2C1)O (5-naphthalen-2-yl-bicyclo[3.1.0]hexan-2-ol). RXN SMILES: [CH:1]1[C:10]2[C:5](=[CH:6][CH:7]=[CH:8][CH:9]=2)[CH:4]=[CH:3][C:2]=1[C:11]1[CH2:15][CH2:14][CH:13]([OH:16])[CH:12]=1.[CH2:17]([Zn]CC)C.ICI>ClCCl>[CH:1]1[C:10]2[C:5](=[CH:6][CH:7]=[CH:8][CH:9]=2)[CH:4]=[CH:3][C:2]=1[C:11]12[CH2:17][CH:12]1[CH:13]([OH:16])[CH2:14][CH2:15]2. Procedure details: A solution of 3-(naphthalen-2-yl)cyclopent-2-enol (2.32 g, 11.0 mmol) in dichloromethane (80 mL) was treated with diethylzinc (1.0 M in hexane; 54.6 mL, 54.6 mmol, 5.0 eq.). After 10 min, the reaction mixture was cooled to 0° C., treated with a solution of diiodomethane (4.51 mL, 55.5 mmol, 5.0 eq) in dichloromethane (20 mL) dropwise over 10 min and allowed to warm to ambient temperature. After 2 h, the reaction mixture was quenched with saturated aqueous ammonium chloride (40 mL). The reaction ... Starting materials: CN(C)C=O, CC(C)c1ccc(N=C=O)cc1, Nc1cccc(C(=O)O)c1, O. Product: CC(C)c1ccc(NC(=O)Nc2cccc(C(=O)O)c2)cc1. RXN SMILES: [CH3:24][N:25]([CH3:26])[CH:27]=[O:28].[CH:11]([CH3:12])([CH3:13])[c:14]1[cH:15][cH:16][c:17]([N:20]=[C:21]=[O:22])[cH:18][cH:19]1.[NH2:1][c:2]1[cH:3][cH:4][cH:5][c:6]([C:8]([OH:9])=[O:10])[cH:7]1.[OH2:23]>>[NH:1]([c:2]1[cH:3][cH:4][cH:5][c:6]([C:8]([OH:9])=[O:10])[cH:7]1)[C:21]([NH:20][c:17]1[cH:16][cH:15][c:14]([CH:11]([CH3:12])[CH3:13])[cH:19][cH:18]1)=[O:22]. Starting materials: OCC1CCC(CC1)O (4-(Hydroxymethyl)cyclohexanol), C1(=CC=CC=C1)C(C1=CC=CC=C1)(C1=CC=CC=C1)Cl (triphenylmethyl chloride). The solvent is N1=CC=CC=C1 (pyridine). Reaction conditions: temperature 0 celsius, time 16 hour. Product: C(C1=CC=CC=C1)(C1=CC=CC=C1)(C1=CC=CC=C1)OCC1CCC(CC1)O (4-[(Trityloxy)methyl]cyclohexanol). As a reaction SMILES: [OH:1][CH2:2][CH:3]1[CH2:8][CH2:7][CH:6]([OH:9])[CH2:5][CH2:4]1.[C:10]1([C:16](Cl)([C:23]2[CH:28]=[CH:27][CH:26]=[CH:25][CH:24]=2)[C:17]2[CH:22]=[CH:21][CH:20]=[CH:19][CH:18]=2)[CH:15]=[CH:14][CH:13]=[CH:12][CH:11]=1>N1C=CC=CC=1>[C:16]([O:1][CH2:2][CH:3]1[CH2:8][CH2:7][CH:6]([OH:9])[CH2:5][CH2:4]1)([C:10]1[CH:15]=[CH:14][CH:13]=[CH:12][CH:11]=1)([C:23]1[CH:24]=[CH:25][CH:26]=[CH:27][CH:28]=1)[C:17]1[CH:18]=[CH:19][CH:20]=[CH:21][CH:22]=1. Procedure: 4-(Hydroxymethyl)cyclohexanol (2.0 g, 0.015 mol) was dissolved in pyridine (15.0 mL) and the mixture was cooled to 0° C. To the reaction was added triphenylmethyl chloride (4.7 g, 0.017 mol) and the resulting mixture was stirred at 0° C. for 2 hours and at 25° C. for 16 hours. The reaction was then concentrated using a rotory evaporator, and the concentrate was extracted with ethyl acetate. The organic extracts were washed with water, saturated NaCl, dried (MgSO4) and then concentrated in vacuo.... Reactants: C1(CCCCC1)NC1=C(C=C2C(C(=CN(C2=C1)C1CCCC1)NC(CCC(=O)OCC)=O)=O)F (ethyl 4-{[7-(cyclohexylamino)-1-cyclopentyl-6-fluoro-4-oxo-1,4-dihydroquinolin-3-yl]amino}-4-oxobutanoate), Cl (hydrochloric acid), O (water), [OH-].[Na+] (sodium hydroxide). The solvent is C1CCOC1 (THF), C(C)O (ethanol). Conditions: time 4 hour. The product is C1(CCCCC1)NC1=C(C=C2C(C(=CN(C2=C1)C1CCCC1)NC(CCC(=O)O)=O)=O)F (4-{[7-(cyclohexylamino)-1-cyclopentyl-6-fluoro-4-oxo-1,4-dihydroquinolin-3-yl]amino}-4-oxobutanoic acid). Isolated yield 95.7%. Reaction SMILES: [CH:1]1([NH:7][C:8]2[CH:17]=[C:16]3[C:11]([C:12](=[O:33])[C:13]([NH:23][C:24](=[O:32])[CH2:25][CH2:26][C:27]([O:29]CC)=[O:28])=[CH:14][N:15]3[CH:18]3[CH2:22][CH2:21][CH2:20][CH2:19]3)=[CH:10][C:9]=2[F:34])[CH2:6][CH2:5][CH2:4][CH2:3][CH2:2]1.[OH-].[Na+].Cl.O>C1COCC1.C(O)C>[CH:1]1([NH:7][C:8]2[CH:17]=[C:16]3[C:11]([C:12](=[O:33])[C:13]([NH:23][C:24](=[O:32])[CH2:25][CH2:26][C:27]([OH:29])=[O:28])=[CH:14][N:15]3[CH:18]3[CH2:22][CH2:21][CH2:20][CH2:19]3)=[CH:10][C:9]=2[F:34])[CH2:6][CH2:5][CH2:4][CH2:3][CH2:2]1 |f:1.2|. Procedure: 200 mg of ethyl 4-{[7-(cyclohexylamino)-1-cyclopentyl-6-fluoro-4-oxo-1,4-dihydroquinolin-3-yl]amino}-4-oxobutanoate was dissolved in 2.0 ml of THF and 2.0 ml of ethanol, and 1.3 ml of aqueous 1M sodium hydroxide solution was added, followed by stirring at room temperature for 4 hours. After adding 1 M hydrochloric acid and water thereto, the insoluble materials were collected by filtration to obtain 180 mg of 4-{[7-(cyclohexylamino)-1-cyclopentyl-6-fluoro-4-oxo-1,4-dihydroquinolin-3-yl]amino}-4-... The reactants are Oc1ncc(Br)c2[nH]c3cc(Cl)ccc3c12, CN1CCCC1=O. Yields the product N#Cc1cnc(O)c2c1[nH]c1cc(Cl)ccc12. As a reaction SMILES: [Br:1][c:2]1[cH:3][n:4][c:5]([OH:16])[c:6]2[c:7]1[nH:8][c:9]1[cH:10][c:11]([Cl:15])[cH:12][cH:13][c:14]21.[CH3:17][N:18]1[CH2:19][CH2:20][CH2:21][C:22]1=[O:23]>>[c:2]1([C:17]#[N:18])[cH:3][n:4][c:5]([OH:16])[c:6]2[c:7]1[nH:8][c:9]1[cH:10][c:11]([Cl:15])[cH:12][cH:13][c:14]21.